This data is from the Open Reaction Database (ORD), a public repository of structured organic reaction records. The task is: describe an organic reaction: reactants, conditions, products, and yield The reactants are O1COC2=C1C=CC(=C2)S(=O)(=O)N(C[C@H]([C@H](CC2=CC=C(C=C2)O)NC(O[C@H]2CO[C@H]1OCC[C@H]12)=O)O)CC(C)C ((3R,3aS,6aR)-hexahydrofuro[2,3-b]furan-3-yl (1S,2R)-3-[(1,3-benzodioxol-5-ylsulfonyl)(isobutyl)amino]-2-hydroxy-1-(4-hydroxybenzyl)propylcarbamate), C([O-])([O-])=O.[Cs+].[Cs+] (cesium carbonate), BrCC(=O)OCC (ethyl bromoacetate). Solvent: C(C)(=O)OCC (ethyl acetate), CN(C=O)C (N,N-dimethylformamide). Reaction conditions: time 2 hour. Product: O1C[C@@H]([C@H]2[C@@H]1OCC2)OC(=O)N[C@@H](CC2=CC=C(OCC(=O)OCC)C=C2)[C@@H](CN(CC(C)C)S(=O)(=O)C2=CC1=C(OCO1)C=C2)O (Ethyl (4-{(2S,3R)-2-({[(3R,3aS,6aR)-hexahydrofuro[2,3-b]furan-3-yloxy]carbonyl}amino)-4-[(1,3-benzodioxol-5-ylsulfonyl)(isobutyl)amino]-3-hydroxybutyl}phenoxy)acetate). Yield: 70.2%. Reaction SMILES: [O:1]1[C:5]2[CH:6]=[CH:7][C:8]([S:10]([N:13]([CH2:38][CH:39]([CH3:41])[CH3:40])[CH2:14][C@@H:15]([OH:37])[C@@H:16]([NH:25][C:26](=[O:36])[O:27][C@@H:28]3[C@H:35]4[C@H:31]([O:32][CH2:33][CH2:34]4)[O:30][CH2:29]3)[CH2:17][C:18]3[CH:23]=[CH:22][C:21]([OH:24])=[CH:20][CH:19]=3)(=[O:12])=[O:11])=[CH:9][C:4]=2[O:3][CH2:2]1.C(=O)([O-])[O-].[Cs+].[Cs+].Br[CH2:49][C:50]([O:52][CH2:53][CH3:54])=[O:51]>CN(C)C=O.C(OCC)(=O)C>[O:30]1[C@H:31]2[O:32][CH2:33][CH2:34][C@H:35]2[C@@H:28]([O:27][C:26]([NH:25][C@H:16]([C@H:15]([OH:37])[CH2:14][N:13]([S:10]([C:8]2[CH:7]=[CH:6][C:5]3[O:1][CH2:2][O:3][C:4]=3[CH:9]=2)(=[O:12])=[O:11])[CH2:38][CH:39]([CH3:41])[CH3:40])[CH2:17][C:18]2[CH:23]=[CH:22][C:21]([O:24][CH2:49][C:50]([O:52][CH2:53][CH3:54])=[O:51])=[CH:20][CH:19]=2)=[O:36])[CH2:29]1 |f:1.2.3|. Procedure details: To a stirred mixture of (3R,3aS,6aR)-hexahydrofuro[2,3-b]furan-3-yl (1S,2R)-3-[(1,3-benzodioxol-5-ylsulfonyl)(isobutyl)amino]-2-hydroxy-1-(4-hydroxybenzyl)propylcarbamate (200 mg, 0.34 mmol) and cesium carbonate (330 mg, 1.0 mmol) in N,N-dimethylformamide (5 mL) was added ethyl bromoacetate (75 μL, 0.67 mmol). After stirring at ambient temperature for 2 h, the reaction was diluted with ethyl acetate (50 mL), washed with water (3×40 mL), dried (magnesium sulfate) and concentrated in vacuo. The re... The product is CC1(C)Cc2c(cc(F)cc2C(=O)NS(C)(=O)=O)NC1c1cccc(N2CCOCC2)c1. Starting materials: O=C(n1ccnc1)n1ccnc1, CS(N)(=O)=O, CN(C)C=O, CC1(C)Cc2c(cc(F)cc2C(=O)O)NC1c1cccc(N2CCOCC2)c1, [H-], [Na+]. As a reaction SMILES: [C:36]([n:37]1[cH:38][cH:39][n:40][cH:41]1)([n:42]1[cH:43][cH:44][n:45][cH:46]1)=[O:47].[CH3:3][S:4](=[O:5])(=[O:6])[NH2:7].[CH3:48][N:49]([CH3:50])[CH:51]=[O:52].[F:8][c:9]1[cH:10][c:11]([C:33](=[O:34])[OH:35])[c:12]2[c:17]([cH:18]1)[NH:16][CH:15]([c:19]1[cH:20][c:21]([N:25]3[CH2:26][CH2:27][O:28][CH2:29][CH2:30]3)[cH:22][cH:23][cH:24]1)[C:14]([CH3:31])([CH3:32])[CH2:13]2.[H-:1].[Na+:2]>>[CH3:3][S:4](=[O:5])(=[O:6])[NH:7][C:33]([c:11]1[cH:10][c:9]([F:8])[cH:18][c:17]2[c:12]1[CH2:13][C:14]([CH3:31])([CH3:32])[CH:15]([c:19]1[cH:20][c:21]([N:25]3[CH2:26][CH2:27][O:28][CH2:29][CH2:30]3)[cH:22][cH:23][cH:24]1)[NH:16]2)=[O:34].